From a dataset of the Open Reaction Database (ORD), a public repository of structured organic reaction records. describe an organic reaction: reactants, conditions, products, and yield The reactants are OO (hydrogen peroxide), ice, C([O-])([O-])=O.[K+].[K+] (potassium carbonate), NC1=NC=NC(=C1C#N)N[C@@H](C)C1=NC2=C(N1C=1C=NC=CC1)C=C(C=C2)F ((S)-4-amino-6-(1-(6-fluoro-1-(pyridin-3-yl)-1H-benzo[d]imidazol-2-yl)ethylamino)pyrimidine-5-carbonitrile). Solvent: CS(=O)C (DMSO). Reaction conditions: temperature 0 celsius, time 1 hour. Product: NC1=NC=NC(=C1C(=O)N)N[C@@H](C)C1=NC2=C(N1C=1C=NC=CC1)C=C(C=C2)F (4-amino-6-(((1S)-1-(6-fluoro-1-(3-pyridinyl)-1H-benzimidazol-2-yl)ethyl)amino)-5-pyrimidinecarboxamide). RXN SMILES: C(=O)([O-])[O-:2].[K+].[K+].[NH2:7][C:8]1[C:13]([C:14]#[N:15])=[C:12]([NH:16][C@H:17]([C:19]2[N:23]([C:24]3[CH:25]=[N:26][CH:27]=[CH:28][CH:29]=3)[C:22]3[CH:30]=[C:31]([F:34])[CH:32]=[CH:33][C:21]=3[N:20]=2)[CH3:18])[N:11]=[CH:10][N:9]=1.OO>CS(C)=O>[NH2:7][C:8]1[C:13]([C:14]([NH2:15])=[O:2])=[C:12]([NH:16][C@H:17]([C:19]2[N:23]([C:24]3[CH:25]=[N:26][CH:27]=[CH:28][CH:29]=3)[C:22]3[CH:30]=[C:31]([F:34])[CH:32]=[CH:33][C:21]=3[N:20]=2)[CH3:18])[N:11]=[CH:10][N:9]=1 |f:0.1.2|. Procedure details: To an ice-cooled solution of potassium carbonate (0.027 g, 0.19 mmol) and (S)-4-amino-6-(1-(6-fluoro-1-(pyridin-3-yl)-1H-benzo[d]imidazol-2-yl)ethylamino)pyrimidine-5-carbonitrile (0.060 g, 0.16 mmol) in DMSO (1.60 mL) was added hydrogen peroxide (31.3% in water, 0.078 mL, 0.80 mmol) dropwise under nitrogen atmosphere. The solution was stirred at 0° C. for 1 h then was partitioned between water and EtOAc. Organic extracts were concentrated under reduced pressure then purified by MPLC (eluted wit... Starting materials: CCN(CC)c1ccccc1, ClCCl, O=C=Nc1ccccc1. Yields the product NC(=O)Nc1ccccc1. RXN SMILES: [CH2:1]([N:3]([CH2:2][CH3:4])[c:5]1[cH:6][cH:7][cH:8][cH:9][cH:10]1)[CH3:11].[Cl:21][CH2:22][Cl:23].[O:12]=[C:13]=[N:14][c:15]1[cH:16][cH:17][cH:18][cH:19][cH:20]1>>[NH2:3][C:13](=[O:12])[NH:14][c:15]1[cH:16][cH:17][cH:18][cH:19][cH:20]1. Reactants: C1(=CC=CC=C1)C (toluene), BrC1=CC=C(C=C1)C1(CC1)C(=O)OC(C)(C)C (tert-butyl 1-(4-bromophenyl)cyclopropanecarboxylate), N1(CCNCC1)C(=O)OC(C)(C)C (tert-butyl piperazine-1-carboxylate), [Na] (sodium), ClCCl (dichloromethane), ice water. The reagents and catalysts are C1=CC=C(C=C1)P([C-]2C=CC=C2)C3=CC=CC=C3.C1=CC=C(C=C1)P([C-]2C=CC=C2)C3=CC=CC=C3.Cl[Pd]Cl.[Fe+2] ([1,1′-bis(diphenylphosphino)ferrocene]dichloropalladium(II)), C1(=CC=CC=C1)P([C-]1C=CC=C1)C1=CC=CC=C1.[C-]1(C=CC=C1)P(C1=CC=CC=C1)C1=CC=CC=C1.[Fe+2] (1,1′bis(diphenylphosphino)ferrocene). Reaction conditions: temperature 100 celsius. Product: C(C)(C)(C)OC(=O)C1(CC1)C1=CC=C(C=C1)N1CCN(CC1)C(=O)OC(C)(C)C (tert-butyl 4-{4-[1-(tert-butoxycarbonyl)cyclopropyl]phenyl}piperazine-1-carboxylate). Reaction SMILES: Br[C:2]1[CH:7]=[CH:6][C:5]([C:8]2([C:11]([O:13][C:14]([CH3:17])([CH3:16])[CH3:15])=[O:12])[CH2:10][CH2:9]2)=[CH:4][CH:3]=1.[N:18]1([C:24]([O:26][C:27]([CH3:30])([CH3:29])[CH3:28])=[O:25])[CH2:23][CH2:22][NH:21][CH2:20][CH2:19]1.[Na].ClCCl.C1(C)C=CC=CC=1>C1C=CC(P(C2C=CC=CC=2)[C-]2C=CC=C2)=CC=1.C1C=CC(P(C2C=CC=CC=2)[C-]2C=CC=C2)=CC=1.Cl[Pd]Cl.[Fe+2].C1(P(C2C=CC=CC=2)[C-]2C=CC=C2)C=CC=CC=1.[C-]1(P(C2C=CC=CC=2)C2C=CC=CC=2)C=CC=C1.[Fe+2]>[C:14]([O:13][C:11]([C:8]1([C:5]2[CH:6]=[CH:7][C:2]([N:21]3[CH2:20][CH2:19][N:18]([C:24]([O:26][C:27]([CH3:30])([CH3:29])[CH3:28])=[O:25])[CH2:23][CH2:22]3)=[CH:3][CH:4]=2)[CH2:10][CH2:9]1)=[O:12])([CH3:17])([CH3:16])[CH3:15] |f:5.6.7.8,9.10.11,^1:30|. Procedure: A mixture of tert-butyl 1-(4-bromophenyl)cyclopropanecarboxylate (297.2 mg, 0.001000 mol), tert-butyl piperazine-1-carboxylate (186.2 mg, 0.001000 mol), sodium text-pentoxide (110.1 mg, 0.001000 mol), [1,1′-bis(diphenylphosphino)ferrocene]dichloropalladium(II), complex with dichloromethane (1:1) (24.5 mg, 0.0000300 mol) and 1,1′bis(diphenylphosphino)ferrocene (16.6 mg, 0.0000300 mol) was deaerated and then charged with nitrogen. To the mixture was added toluene (3.0 mL, 0.028 mol), and the resul...